From a dataset of the Open Reaction Database (ORD), a public repository of structured organic reaction records. describe an organic reaction: reactants, conditions, products, and yield The reactants are [N-]=[N+]=[N-].[Na+] (sodium azide), [Cl-].[NH4+] (ammonium chloride), BrC1=C2C=CC(=CC2=CC=C1OCC#N)CN(C(=O)C1=C(OC2=C1C=CC=C2)CC)C (2-ethyl-benzofuran-3-carboxylic acid (5-bromo-6-cyanomethoxy-naphthalen-2-ylmethyl)-methyl-amide), [OH-].[Na+] (NaOH). The solvent is CN(C)C=O (DMF), O (water). Run at temperature 100 celsius, time 5 hour. The product is BrC1=C2C=CC(=CC2=CC=C1OCC1=NN=NN1)CN(C(=O)C1=C(OC2=C1C=CC=C2)CC)C (2-Ethyl-benzofuran-3-carboxylic acid [5-bromo-6-(1H-tetrazol-5-ylmethoxy)-naphthalen-2-ylmethyl]-methyl-amide). Isolated yield 55.0%. Reaction SMILES: [Br:1][C:2]1[C:11]([O:12][CH2:13][C:14]#[N:15])=[CH:10][CH:9]=[C:8]2[C:3]=1[CH:4]=[CH:5][C:6]([CH2:16][N:17]([CH3:31])[C:18]([C:20]1[C:24]3[CH:25]=[CH:26][CH:27]=[CH:28][C:23]=3[O:22][C:21]=1[CH2:29][CH3:30])=[O:19])=[CH:7]2.[N-:32]=[N+:33]=[N-:34].[Na+].[Cl-].[NH4+].[OH-].[Na+]>CN(C=O)C.O>[Br:1][C:2]1[C:11]([O:12][CH2:13][C:14]2[NH:34][N:33]=[N:32][N:15]=2)=[CH:10][CH:9]=[C:8]2[C:3]=1[CH:4]=[CH:5][C:6]([CH2:16][N:17]([CH3:31])[C:18]([C:20]1[C:24]3[CH:25]=[CH:26][CH:27]=[CH:28][C:23]=3[O:22][C:21]=1[CH2:29][CH3:30])=[O:19])=[CH:7]2 |f:1.2,3.4,5.6|. Reported procedure: A mixture of 2-ethyl-benzofuran-3-carboxylic acid (5-bromo-6-cyanomethoxy-naphthalen-2-ylmethyl)-methyl-amide (0.25 g, 0.5237 mmol), prepared in the previous step, sodium azide (0.10 g, 1.57 mmol) and ammonium chloride (0.084 g, 1.57 mmol) in 12 mL DMF was stirred under nitrogen at 100° C. for 5 h. The reaction was diluted with water, made basic with 1N NaOH and extracted four times with ethyl acetate. The combined organic extracts were acidified with 1N HCl, the solvent removed under reduced pr... The reactants are O=C1CCCc2c(OCc3cc(Cl)ccc3Br)cccc21, O=C([O-])[O-], CC(C)(C)C(=O)[O-], CC(C)(C)C(=O)[O-], CC(C)(C)C(=O)O, Fc1ccc(P(c2ccc(F)cc2)c2ccc(F)cc2)cc1, [K+], [K+], [Pd+2]. Product: O=C1CCCc2c1ccc1c2OCc2cc(Cl)ccc2-1. Reaction SMILES: [Br:36][c:37]1[c:38]([CH2:39][O:40][c:41]2[c:42]3[c:47]([cH:48][cH:49][cH:50]2)[C:46](=[O:51])[CH2:45][CH2:44][CH2:43]3)[cH:52][c:53]([Cl:56])[cH:54][cH:55]1.[C:30](=[O:31])([O-:32])[O-:33].[C:57]([O-:58])(=[O:59])[C:60]([CH3:61])([CH3:62])[CH3:63].[C:65]([O-:66])(=[O:67])[C:68]([CH3:69])([CH3:70])[CH3:71].[CH3:23][C:24]([C:25](=[O:26])[OH:27])([CH3:28])[CH3:29].[F:1][c:2]1[cH:3][cH:4][c:5]([P:6]([c:7]2[cH:8][cH:9][c:10]([F:11])[cH:12][cH:13]2)[c:14]2[cH:15][cH:16][c:17]([F:18])[cH:19][cH:20]2)[cH:21][cH:22]1.[K+:34].[K+:35].[Pd+2:64]>>[c:37]12[c:38]([cH:52][c:53]([Cl:56])[cH:54][cH:55]1)[CH2:39][O:40][c:41]1[c:42]3[c:47]([cH:48][cH:49][c:50]1-2)[C:46](=[O:51])[CH2:45][CH2:44][CH2:43]3. Starting materials: CCO, O=C(Nc1ccccc1)c1cccc([N+](=O)[O-])c1. Yields the product Nc1cccc(C(=O)Nc2ccccc2)c1. RXN SMILES: [CH3:19][CH2:20][OH:21].[N+:1]([O-:2])(=[O:3])[c:4]1[cH:5][c:6]([C:7](=[O:8])[NH:9][c:10]2[cH:11][cH:12][cH:13][cH:14][cH:15]2)[cH:16][cH:17][cH:18]1>>[NH2:1][c:4]1[cH:5][c:6]([C:7](=[O:8])[NH:9][c:10]2[cH:11][cH:12][cH:13][cH:14][cH:15]2)[cH:16][cH:17][cH:18]1. The reactants are Cc1ccc(-c2cn(CCN3CCCCC3)nc2OCc2ccccc2)cc1, CCO, Cl. Product: Cl, Cc1ccc(-c2cn(CCN3CCCCC3)nc2O)cc1. RXN SMILES: [CH2:1]([c:2]1[cH:3][cH:4][cH:5][cH:6][cH:7]1)[O:8][c:9]1[n:10][n:11]([CH2:21][CH2:22][N:23]2[CH2:24][CH2:25][CH2:26][CH2:27][CH2:28]2)[cH:12][c:13]1-[c:14]1[cH:15][cH:16][c:17]([CH3:20])[cH:18][cH:19]1.[CH3:30][CH2:31][OH:32].[ClH:29]>>[ClH:29].[OH:8][c:9]1[n:10][n:11]([CH2:21][CH2:22][N:23]2[CH2:24][CH2:25][CH2:26][CH2:27][CH2:28]2)[cH:12][c:13]1-[c:14]1[cH:15][cH:16][c:17]([CH3:20])[cH:18][cH:19]1. Reactants: CO.C(Cl)Cl (MeOH CH2Cl2), BrCCCCC(=O)OC (methyl 5-bromovalerate), C([O-])([O-])=O.[K+].[K+] (potassium carbonate), N1(CCNCC1)C1=CC=C(C=C1)C(C)=O (4'-Piperazinoacetophenone). Run in CN(C=O)C (N,N-dimethylformamide). Reaction conditions: time 65 hour. Product: C(C)(=O)C1=CC=C(C=C1)N1CCN(CC1)CCCCC(=O)OC (4-(4-acetylphenyl)-1-piperazinevaleric acid, methyl ester). RXN SMILES: [N:1]1([C:7]2[CH:12]=[CH:11][C:10]([C:13](=[O:15])[CH3:14])=[CH:9][CH:8]=2)[CH2:6][CH2:5][NH:4][CH2:3][CH2:2]1.Br[CH2:17][CH2:18][CH2:19][CH2:20][C:21]([O:23][CH3:24])=[O:22].C(=O)([O-])[O-].[K+].[K+].CO.C(Cl)Cl>CN(C)C=O>[C:13]([C:10]1[CH:9]=[CH:8][C:7]([N:1]2[CH2:6][CH2:5][N:4]([CH2:17][CH2:18][CH2:19][CH2:20][C:21]([O:23][CH3:24])=[O:22])[CH2:3][CH2:2]2)=[CH:12][CH:11]=1)(=[O:15])[CH3:14] |f:2.3.4,5.6|. Reported procedure: 4'-Piperazinoacetophenone (102 mg) is dissolved in 1 mL of N,N-dimethylformamide. After addition of methyl 5-bromovalerate (0.077 mL) and potassium carbonate (69 mg), the mixture is stirred at room temperature for 65 hours. TLC (10% MeOH/CH2Cl2) should show a single product spot without residual starting material. The reaction solution is evaporated under vacuum. The residue is taken up in methylene chloride, washed twice with water and dried over sodium sulfate. Evaporation of the solvent yield... Run at time 3 hour. Reported procedure: To a stirred and hot solution of 8.5 parts of N,N,N-triethylbenzenemethanaminium chloride, 40 parts of sodium hydroxide and 360 parts of a sodium hydroxide solution 50%, is added dropwise a solution of 72.7 parts of N,N-bis(2-chloroethyl)-4-methylbenzenesulfonamide and 45.5 parts of 2,4-dichlorobenzeneacetonitrile in 90 parts of tetrahydrofuran. Upon completion, stirring is continued for 3 hours at 50° C. The reacton mixture is cooled, 216 parts of methylbenzene and 480 parts of water are added ... The reactants are [OH-].[Na+] (sodium hydroxide), [OH-].[Na+] (sodium hydroxide), 72.7, ClCCN(S(=O)(=O)C1=CC=C(C=C1)C)CCCl (N,N-bis(2-chloroethyl)-4-methylbenzenesulfonamide), ClC1=C(C=CC(=C1)Cl)CC#N (2,4-dichlorobenzeneacetonitrile), O1CCCC1 (tetrahydrofuran). The reagents and catalysts are [Cl-].C(C)[N+](CC1=CC=CC=C1)(CC)CC (N,N,N-triethylbenzenemethanaminium chloride). As a reaction SMILES: [OH-].[Na+].Cl[CH2:4][CH2:5][N:6]([CH2:17][CH2:18]Cl)[S:7]([C:10]1[CH:15]=[CH:14][C:13]([CH3:16])=[CH:12][CH:11]=1)(=[O:9])=[O:8].[Cl:20][C:21]1[CH:26]=[C:25]([Cl:27])[CH:24]=[CH:23][C:22]=1[CH2:28][C:29]#[N:30].O1CCCC1>[Cl-].C([N+](CC)(CC)CC1C=CC=CC=1)C.O.CC1C=CC=CC=1>[Cl:20][C:21]1[CH:26]=[C:25]([Cl:27])[CH:24]=[CH:23][C:22]=1[C:28]1([C:29]#[N:30])[CH2:4][CH2:5][N:6]([S:7]([C:10]2[CH:11]=[CH:12][C:13]([CH3:16])=[CH:14][CH:15]=2)(=[O:8])=[O:9])[CH2:17][CH2:18]1 |f:0.1,5.6|. The solvent is O (water), CC1=CC=CC=C1 (methylbenzene). Yield: 29.0%. Yields the product 28, ClC1=C(C=CC(=C1)Cl)C1(CCN(CC1)S(=O)(=O)C1=CC=C(C=C1)C)C#N (4-(2,4-dichlorophenyl)-1-(4-methylphenylsulfonyl)-4-piperidinecarbonitrile). Reactants: C(C)(C)(C)OC(=O)N[C@H](CCSC)C(=O)O (t-butoxycarbonyl-D-methionine), Cl.COC(CN)=O (glycine methyl ester hydrochloride). The product is COC(CNC([C@H](NC(=O)OC(C)(C)C)CCSC)=O)=O (t-butoxycarbonyl-D-methionylglycine methyl ester). Reaction SMILES: [C:1]([O:5][C:6]([NH:8][C@@H:9]([C:14]([OH:16])=O)[CH2:10][CH2:11][S:12][CH3:13])=[O:7])([CH3:4])([CH3:3])[CH3:2].Cl.[CH3:18][O:19][C:20](=[O:23])[CH2:21][NH2:22]>>[CH3:18][O:19][C:20](=[O:23])[CH2:21][NH:22][C:14](=[O:16])[C@@H:9]([CH2:10][CH2:11][S:12][CH3:13])[NH:8][C:6]([O:5][C:1]([CH3:2])([CH3:3])[CH3:4])=[O:7] |f:1.2|. Procedure details: The title compound was prepared by the general method of Example 1 using 24.9 g (0.1 mole) of t-butoxycarbonyl-D-methionine (BOC-D-Met) and 13.8 g (0.11 mole) of glycine methyl ester hydrochloride. The crude product was recrystallized from ethyl acetate/Skellysolve B to give the title compound, which was used in subsequent reactions without further purification. The reactants are O=C([O-])O, Cn1cc(-c2cncc(B3OC(C)(C)C(C)(C)O3)c2)cn1, Fc1ccc(Cl)cc1-c1cc(Cl)c2cccnc2n1, [Na+], CN(C)C=O, O, Cl[Pd]Cl, c1ccc(P(c2ccccc2)c2ccccc2)cc1, c1ccc(P(c2ccccc2)c2ccccc2)cc1. Yields the product Cn1cc(-c2cncc(-c3cc(-c4cc(Cl)ccc4F)nc4ncccc34)c2)cn1. RXN SMILES: [C:41](=[O:42])([OH:43])[O-:44].[CH3:20][n:21]1[n:22][cH:23][c:24](-[c:26]2[cH:27][n:28][cH:29][c:30]([B:32]3[O:33][C:34]([CH3:35])([CH3:36])[C:37]([CH3:38])([CH3:39])[O:40]3)[cH:31]2)[cH:25]1.[Cl:1][c:2]1[cH:3][c:4](-[c:12]2[c:13]([F:19])[cH:14][cH:15][c:16]([Cl:18])[cH:17]2)[n:5][c:6]2[n:7][cH:8][cH:9][cH:10][c:11]12.[Na+:45].[O:46]=[CH:47][N:48]([CH3:49])[CH3:50].[OH2:51].[Pd:52]([Cl:53])[Cl:54].[c:55]1([P:56]([c:57]2[cH:58][cH:59][cH:60][cH:61][cH:62]2)[c:63]2[cH:64][cH:65][cH:66][cH:67][cH:68]2)[cH:69][cH:70][cH:71][cH:72][cH:73]1.[c:74]1([P:75]([c:76]2[cH:77][cH:78][cH:79][cH:80][cH:81]2)[c:82]2[cH:83][cH:84][cH:85][cH:86][cH:87]2)[cH:88][cH:89][cH:90][cH:91][cH:92]1>>[c:2]1(-[c:30]2[cH:29][n:28][cH:27][c:26](-[c:24]3[cH:23][n:22][n:21]([CH3:20])[cH:25]3)[cH:31]2)[cH:3][c:4](-[c:12]2[c:13]([F:19])[cH:14][cH:15][c:16]([Cl:18])[cH:17]2)[n:5][c:6]2[n:7][cH:8][cH:9][cH:10][c:11]12. The reactants are c1ccc(CNc2ccccc2)cc1, CC(C)c1cccc(C(C)C)c1N=C=O. The product is CC(C)c1cccc(C(C)C)c1NC(=O)N(Cc1ccccc1)c1ccccc1. As a reaction SMILES: [CH2:1]([c:2]1[cH:3][cH:4][cH:5][cH:6][cH:7]1)[NH:8][c:9]1[cH:10][cH:11][cH:12][cH:13][cH:14]1.[CH:15]([CH3:16])([CH3:17])[c:18]1[c:19]([N:27]=[C:28]=[O:29])[c:20]([CH:24]([CH3:25])[CH3:26])[cH:21][cH:22][cH:23]1>>[CH2:1]([c:2]1[cH:3][cH:4][cH:5][cH:6][cH:7]1)[N:8]([c:9]1[cH:10][cH:11][cH:12][cH:13][cH:14]1)[C:28]([NH:27][c:19]1[c:18]([CH:15]([CH3:16])[CH3:17])[cH:23][cH:22][cH:21][c:20]1[CH:24]([CH3:25])[CH3:26])=[O:29].